From a dataset of the Open Reaction Database (ORD), a public repository of structured organic reaction records. describe an organic reaction: reactants, conditions, products, and yield Starting materials: C1CCOC1, CO, COC(=O)Cc1cccc(Nc2ncnc3oc(-c4ccccc4)c(-c4ccc(OC)cc4)c23)c1, NN, O. Yields the product COc1ccc(-c2c(-c3ccccc3)oc3ncnc(Nc4cccc(CC(=O)NN)c4)c23)cc1. As a reaction SMILES: [CH2:39]1[O:40][CH2:41][CH2:42][CH2:43]1.[CH3:44][OH:45].[CH3:4][O:5][C:6]([CH2:7][c:8]1[cH:9][c:10]([NH:14][c:15]2[c:16]3[c:17]([n:18][cH:19][n:20]2)[o:21][c:22](-[c:32]2[cH:33][cH:34][cH:35][cH:36][cH:37]2)[c:23]3-[c:24]2[cH:25][cH:26][c:27]([O:30][CH3:31])[cH:28][cH:29]2)[cH:11][cH:12][cH:13]1)=[O:38].[NH2:2][NH2:3].[OH2:1]>>[NH:2]([NH2:3])[C:6]([CH2:7][c:8]1[cH:9][c:10]([NH:14][c:15]2[c:16]3[c:17]([n:18][cH:19][n:20]2)[o:21][c:22](-[c:32]2[cH:33][cH:34][cH:35][cH:36][cH:37]2)[c:23]3-[c:24]2[cH:25][cH:26][c:27]([O:30][CH3:31])[cH:28][cH:29]2)[cH:11][cH:12][cH:13]1)=[O:38].